Task: describe an organic reaction: reactants, conditions, products, and yield. Dataset: the Open Reaction Database (ORD), a public repository of structured organic reaction records The reactants are BrC1=CC=C(S1)C(O)C1=CC(=CC=C1)F ((5-bromo-thiophen-2-yl)-(3-fluoro-phenyl)-methanol), COC(=C(C)C)O[Si](C)(C)C ((1-methoxy-2-methyl-propenyloxy)-trimethyl-silane), C(=O)([O-])[O-].[K+].[K+] (K2CO3). The reagents and catalysts are [Ti](Cl)(Cl)(Cl)Cl (titanium tetrachloride). Run in ClCCl (dichloromethane), ClCCl (dichloromethane). Conditions: temperature 0 celsius, time 8 hour. Yields the product BrC1=CC=C(S1)C(C(C(=O)OC)C)C1=CC(=CC=C1)F (methyl 3-(5-bromothiophen-2-yl)-3-(3-fluorophenyl)-2-methyl-propanoate). Yield: 70.0%. As a reaction SMILES: [Br:1][C:2]1[S:6][C:5]([CH:7]([C:9]2[CH:14]=[CH:13][CH:12]=[C:11]([F:15])[CH:10]=2)O)=[CH:4][CH:3]=1.[CH3:16][O:17][C:18]([O:22][Si](C)(C)C)=[C:19](C)[CH3:20].C([O-])([O-])=O.[K+].[K+]>ClCCl.[Ti](Cl)(Cl)(Cl)Cl>[Br:1][C:2]1[S:6][C:5]([CH:7]([C:9]2[CH:14]=[CH:13][CH:12]=[C:11]([F:15])[CH:10]=2)[CH:19]([CH3:20])[C:18]([O:17][CH3:16])=[O:22])=[CH:4][CH:3]=1 |f:2.3.4|. Reported procedure: To a solution of (5-bromo-thiophen-2-yl)-(3-fluoro-phenyl)-methanol (2 g, 6.96 mmol) and (1-methoxy-2-methyl-propenyloxy)-trimethyl-silane (2.23 g, 13.92 mmol) in dichloromethane (20 ml) at 0° C. was added a solution of titanium tetrachloride in dichloromethane (1M solution, 7.7 ml, 7.66 mmol) slowly. After being stirred at 0° C. for 10 minutes and room temperature overnight, the reaction mixture was poured into an iced aqueous solution of K2CO3. The solution was extracted with dichloromethane. ... The reactants are N1CCCC1 (pyrrolidine), NC1=C(C=C(C(=C1)OC)OC)C(C)=O (1-(2-amino-4,5-dimethoxyphenyl)ethanone), Cl (HCl), N(=O)[O-].[Na+] (sodium nitrite). The solvent is [OH-].[K+] (potassium hydroxide), O (water), O (water). Reaction conditions: temperature 0 celsius, time 5 minute. The product is COC1=CC(=C(C=C1OC)C(C)=O)\N=N\N1CCCC1 (1-{4,5-Dimethoxy-2-[(E)-pyrrolidin-1-yldiazenyl]phenyl}ethanone). The yield is 85.4%. Reaction SMILES: [NH2:1][C:2]1[CH:7]=[C:6]([O:8][CH3:9])[C:5]([O:10][CH3:11])=[CH:4][C:3]=1[C:12](=[O:14])[CH3:13].Cl.[N:16]([O-])=O.[Na+].[NH:20]1[CH2:24][CH2:23][CH2:22][CH2:21]1>O.[OH-].[K+]>[CH3:9][O:8][C:6]1[C:5]([O:10][CH3:11])=[CH:4][C:3]([C:12](=[O:14])[CH3:13])=[C:2](/[N:1]=[N:16]/[N:20]2[CH2:24][CH2:23][CH2:22][CH2:21]2)[CH:7]=1 |f:2.3,6.7|. Procedure: To a 100 mL round bottom flask charged with a magnetic stir bar and 1-(2-amino-4,5-dimethoxyphenyl)ethanone (1.23 g, 6.29 mmol) was added water (4 mL). The mixture was cooled to 0° C. with an ice bath and concentrated aqueous HCl (1.95 mL) was added to the reaction mixture. With efficient stirring, a solution of sodium nitrite (0.434 g, 6.9 mmol) in water (3 mL) was added to the reaction mixture via Pasteur pipette. The reaction was allowed to stir for 5 minutes at this temperature followed by t...